This data is from the Open Reaction Database (ORD), a public repository of structured organic reaction records. The task is: describe an organic reaction: reactants, conditions, products, and yield The reactants are ClCc1ccccc1, CO, C[O-], [Na+], Sc1nc[nH]n1. Product: c1ccc(CSc2nc[nH]n2)cc1. RXN SMILES: [CH2:10]([c:11]1[cH:12][cH:13][cH:14][cH:15][cH:16]1)[Cl:17].[CH3:18][OH:19].[CH3:7][O-:8].[Na+:9].[SH:1][c:2]1[n:3][nH:4][cH:5][n:6]1>>[S:1]([c:2]1[n:3][nH:4][cH:5][n:6]1)[CH2:10][c:11]1[cH:12][cH:13][cH:14][cH:15][cH:16]1. Starting materials: CCO, Cl, [K+], [OH-], CCOC(=O)c1cncc(C(=O)OCC)c1. The product is CCOC(=O)c1cncc(C(=O)O)c1. Reaction SMILES: [CH2:18]([OH:19])[CH3:20].[ClH:17].[K+:22].[OH-:21].[n:1]1[cH:2][c:3]([C:12](=[O:13])[O:14][CH2:15][CH3:16])[cH:4][c:5]([C:7](=[O:8])[O:9][CH2:10][CH3:11])[cH:6]1>>[n:1]1[cH:2][c:3]([C:12](=[O:13])[O:14][CH2:15][CH3:16])[cH:4][c:5]([C:7](=[O:8])[OH:9])[cH:6]1. Starting materials: OC1=CC=C2C[C@@H](NCC2=C1)C(=O)N[C@@H](C(C)C)CN1C[C@@H]([C@](CC1)(C)C1=CC(=CC=C1)O)C ((3R)-7-Hydroxy-N-((1S)-1-{[(3R,4R)-4-(3-hydroxyphenyl)-3,4-dimethyl-1-piperidinyl]methyl}-2-methylpropyl)-1,2,3,4-tetrahydro-3-isoquinolinecarboxamide), CN(CC(=O)O)C (N,N-dimethylglycine). Yields the product CN(CC(=O)N1CC2=CC(=CC=C2C[C@@H]1C(=O)N[C@@H](C(C)C)CN1C[C@@H]([C@](CC1)(C)C1=CC(=CC=C1)O)C)O)C ((3R)-2-(N,N-Dimethylglycyl)-7-hydroxy-N-((1S)-1-{[(3R,4R)-4-(3-hydroxyphenyl)-3,4-dimethyl-1-piperidinyl]methyl}-2-methylpropyl)-1,2,3,4-tetrahydro-3-isoquinolinecarboxamide). Yield: 86.0%. RXN SMILES: [OH:1][C:2]1[CH:11]=[C:10]2[C:5]([CH2:6][C@H:7]([C:12]([NH:14][C@H:15]([CH2:19][N:20]3[CH2:25][CH2:24][C@:23]([C:27]4[CH:32]=[CH:31][CH:30]=[C:29]([OH:33])[CH:28]=4)([CH3:26])[C@@H:22]([CH3:34])[CH2:21]3)[CH:16]([CH3:18])[CH3:17])=[O:13])[NH:8][CH2:9]2)=[CH:4][CH:3]=1.[CH3:35][N:36]([CH3:41])[CH2:37][C:38](O)=[O:39]>>[CH3:35][N:36]([CH3:41])[CH2:37][C:38]([N:8]1[C@@H:7]([C:12]([NH:14][C@H:15]([CH2:19][N:20]2[CH2:25][CH2:24][C@:23]([C:27]3[CH:32]=[CH:31][CH:30]=[C:29]([OH:33])[CH:28]=3)([CH3:26])[C@@H:22]([CH3:34])[CH2:21]2)[CH:16]([CH3:18])[CH3:17])=[O:13])[CH2:6][C:5]2[C:10](=[CH:11][C:2]([OH:1])=[CH:3][CH:4]=2)[CH2:9]1)=[O:39]. Procedure: (3R)-7-Hydroxy-N-((1S)-1-{[(3R,4R)-4-(3-hydroxyphenyl)-3,4-dimethyl-1-piperidinyl]methyl}-2-methylpropyl)-1,2,3,4-tetrahydro-3-isoquinolinecarboxamide (14, 0.100 g, 0.285 mmol) was coupled to N,N-dimethylglycine as described above to yield crude product which was purified by flash chromatography (50% (CHCl3:MeOH:NH4OH, 80:18:2) in CHCl3) to afford (3R)-2-(N,N-dimethylglycyl)-7-hydroxy-N-((1S)-1-{[(3R,4R)-4-(3-hydroxyphenyl)-3,4-dimethyl-1-piperidinyl]methyl}-2-methylpropyl)-1,2,3,4-tetrahydro-3-... Reactants: FC=1C=C(C2=C(CCO2)C1)N (5-fluoro-7-amino-2,3-dihydrobenzofuran), ClCCN(CC1=CC=CC=C1)CCCl (bis(2-chloroethyl)-benzylamine). The solvent is C(CCC)O (butanol). Product: C(C1=CC=CC=C1)N1CCN(CC1)C1=CC(=CC=2CCOC21)F (1-Benzyl-4-(5-fluoro-2,3-dihydro-benzofuran-7-yl)-piperazine). Isolated yield 73.3%. RXN SMILES: [F:1][C:2]1[CH:3]=[C:4]([NH2:11])[C:5]2[O:9][CH2:8][CH2:7][C:6]=2[CH:10]=1.Cl[CH2:13][CH2:14][N:15]([CH2:23][CH2:24]Cl)[CH2:16][C:17]1[CH:22]=[CH:21][CH:20]=[CH:19][CH:18]=1>C(O)CCC>[CH2:16]([N:15]1[CH2:23][CH2:24][N:11]([C:4]2[C:5]3[O:9][CH2:8][CH2:7][C:6]=3[CH:10]=[C:2]([F:1])[CH:3]=2)[CH2:13][CH2:14]1)[C:17]1[CH:22]=[CH:21][CH:20]=[CH:19][CH:18]=1. Procedure: A solution of 5-fluoro-7-amino-2,3-dihydrobenzofuran (1.38 g, 9 mmol) and bis(2-chloroethyl)-benzylamine (3.14 g, 14 mmol) in butanol (20 ml) was stirred at 100° C. for 10 hours. The salt was filtered off, washed with ethyl ether (30 ml) and dried under vacuum: mp 232-233.5° C. The salt was converted to the free base to afford 2.06 g (73%) of the title compound. The reactants are O=C(c1ccc(Br)cc1)N1CCCC1CO, C=CCI, CN(C)C=O, [H-], [Na+], [Na+], O=C([O-])O. Yields the product C=CCOCC1CCCN1C(=O)c1ccc(Br)cc1. As a reaction SMILES: [Br:3][c:4]1[cH:5][cH:6][c:7]([C:10](=[O:11])[N:12]2[CH:13]([CH2:17][OH:18])[CH2:14][CH2:15][CH2:16]2)[cH:8][cH:9]1.[CH2:19]([CH:20]=[CH2:21])[I:22].[CH3:28][N:29]([CH3:30])[CH:31]=[O:32].[H-:1].[Na+:23].[Na+:2].[OH:24][C:25](=[O:26])[O-:27]>>[Br:3][c:4]1[cH:5][cH:6][c:7]([C:10](=[O:11])[N:12]2[CH:13]([CH2:17][O:18][CH2:21][CH:20]=[CH2:19])[CH2:14][CH2:15][CH2:16]2)[cH:8][cH:9]1.